From a dataset of the Open Reaction Database (ORD), a public repository of structured organic reaction records. describe an organic reaction: reactants, conditions, products, and yield Starting materials: CN(C)C=O (DMF), OC1CCNCC1 (4-hydroxypiperidine), C(=O)(O)CN1C(C(CC2=CC=CC=C12)NC(=O)C1=CC2=C(N1)SC(=C2)Cl)=O (N-[1-(Carboxymethyl)-2-oxo-1,2,3,4-tetrahydroquinolin-3-yl]-2-chloro-6H-thieno[2,3-b]pyrrole-5-carboxamide), CCN=C=NCCCN(C)C (EDCI). The reagents and catalysts are CN(C1=CC=NC=C1)C (4-Dimethylaminopyridine). Solvent: O (water), C1CCOC1 (THF). Conditions: time 18 hour. The product is ClC1=CC2=C(NC(=C2)C(=O)NC2C(N(C3=CC=CC=C3C2)CC(=O)N2CCC(CC2)O)=O)S1 (2-Chloro-N-{1-[2-(4-hydroxypiperidin-1-yl)-2-oxoethyl]-2-oxo-1,2,3,4-tetrahydroquinolin-3-yl}-6H-thieno[2,3-b]pyrrole-5-carboxamide). Yield: 58.9%. As a reaction SMILES: [OH:1][CH:2]1[CH2:7][CH2:6][NH:5][CH2:4][CH2:3]1.[C:8]([CH2:11][N:12]1[C:21]2[C:16](=[CH:17][CH:18]=[CH:19][CH:20]=2)[CH2:15][CH:14]([NH:22][C:23]([C:25]2[NH:29][C:28]3[S:30][C:31]([Cl:33])=[CH:32][C:27]=3[CH:26]=2)=[O:24])[C:13]1=[O:34])(O)=[O:9].CCN=C=NCCCN(C)C.CN(C=O)C>CN(C)C1C=CN=CC=1.C1COCC1.O>[Cl:33][C:31]1[S:30][C:28]2[NH:29][C:25]([C:23]([NH:22][CH:14]3[CH2:15][C:16]4[C:21](=[CH:20][CH:19]=[CH:18][CH:17]=4)[N:12]([CH2:11][C:8]([N:5]4[CH2:6][CH2:7][CH:2]([OH:1])[CH2:3][CH2:4]4)=[O:9])[C:13]3=[O:34])=[O:24])=[CH:26][C:27]=2[CH:32]=1. Procedure details: 4-Dimethylaminopyridine (5 mg, 0.038 mmol) and 4-hydroxypiperidine (42 mg, 0.41 mmol) were added to a suspension of N-[1-(carboxymethyl)-2-oxo-1,2,3,4-tetrahydroquinolin-3-yl]-2-chloro-6H-thieno[2,3-b]pyrrole-5-carboxamide (Example 2; 150 mg, 0.38 mmol) and EDCI (79 mg, 0.41 mmol) in THF (0.5 mL) under an inert atmosphere. DMF (0.5 mL) was added and the mixture stirred at ambient temperature for 18 h. After pouring into water (10 mL) the resultant solid was filtered off and washed with 1M HCl aq... Starting materials: CCCOCCOc1ccc(OB([O-])[O-])cc1, COCCCN1CCC(C(=O)OC)=Cc2cc(Br)ccc21, O=C([O-])[O-], CCO, [K+], [K+], O, Cc1ccccc1. Yields the product CCCOCCOc1ccc(-c2ccc3c(c2)C=C(C(=O)OC)CCN3CCCOC)cc1. RXN SMILES: [B:22]([O-:23])([O-:37])[O:38][c:24]1[cH:25][cH:26][c:27]([O:30][CH2:31][CH2:32][O:33][CH2:34][CH2:35][CH3:36])[cH:28][cH:29]1.[Br:1][c:2]1[cH:3][cH:4][c:5]2[c:6]([cH:21]1)[CH:7]=[C:8]([C:17](=[O:18])[O:19][CH3:20])[CH2:9][CH2:10][N:11]2[CH2:12][CH2:13][CH2:14][O:15][CH3:16].[C:39](=[O:40])([O-:41])[O-:42].[CH2:46]([OH:47])[CH3:48].[K+:43].[K+:44].[OH2:45].[c:49]1([CH3:50])[cH:51][cH:52][cH:53][cH:54][cH:55]1>>[c:2]1(-[c:24]2[cH:25][cH:26][c:27]([O:30][CH2:31][CH2:32][O:33][CH2:34][CH2:35][CH3:36])[cH:28][cH:29]2)[cH:3][cH:4][c:5]2[c:6]([cH:21]1)[CH:7]=[C:8]([C:17](=[O:18])[O:19][CH3:20])[CH2:9][CH2:10][N:11]2[CH2:12][CH2:13][CH2:14][O:15][CH3:16]. Reaction SMILES: [C:1]([CH3:2])([CH3:3])([CH3:4])[c:5]1[cH:6][c:7]([C:10]([F:11])([F:12])[F:13])[n:8][nH:9]1.[C:42]([O:43][CH2:44][CH3:45])(=[O:46])[CH3:47].[CH3:48][CH2:49][CH2:50][CH2:51][CH2:52][CH3:53].[Cl:20][CH2:21][C:22](=[O:23])[N:24]1[CH2:25][CH2:26][N:27]([c:30]2[cH:31][cH:32][c:33]([F:36])[cH:34][cH:35]2)[CH2:28][CH2:29]1.[K+:14].[K+:15].[O-:16][C:17]([O-:18])=[O:19].[O:37]=[CH:38][N:39]([CH3:40])[CH3:41]>>[C:1]([CH3:2])([CH3:3])([CH3:4])[c:5]1[cH:6][c:7]([C:10]([F:11])([F:12])[F:13])[n:8]([CH2:21][C:22](=[O:23])[N:24]2[CH2:25][CH2:26][N:27]([c:30]3[cH:31][cH:32][c:33]([F:36])[cH:34][cH:35]3)[CH2:28][CH2:29]2)[n:9]1. The reactants are CC(C)(C)c1cc(C(F)(F)F)n[nH]1, CCOC(C)=O, CCCCCC, O=C(CCl)N1CCN(c2ccc(F)cc2)CC1, [K+], [K+], O=C([O-])[O-], CN(C)C=O. The product is CC(C)(C)c1cc(C(F)(F)F)n(CC(=O)N2CCN(c3ccc(F)cc3)CC2)n1. Procedure: Prepared analogously to Example 1c from 4'-[[2-n-propyl-4-methyl-6-(2-phenoxy-3-cyano-isoureido)-1H-benzimidazol -1-yl]-methyl]-2-(1H-tetrazol-5-yl)-biphenyl and diisopropylamine in boiling isopropanol. The solvent is C(C)(C)O (isopropanol). The reactants are C(CC)C1=NC2=C(N1CC1=CC=C(C=C1)C1=C(C=CC=C1)C1=NN=NN1)C=C(C=C2C)NC(OOC2=CC=CC=C2)=NC#N (4'-[[2-n-propyl-4-methyl-6-(2-phenoxy-3-cyano-isoureido)-1H-benzimidazol -1-yl]-methyl]-2-(1H-tetrazol-5-yl)-biphenyl), C(C)(C)NC(C)C (diisopropylamine). Yields the product C(CC)C1=NC2=C(N1CC1=CC=C(C=C1)C1=C(C=CC=C1)C1=NN=NN1)C=C(C=C2C)NC(=NC#N)N(C(C)C)C(C)C (4'-[[2-n-Propyl-4-methyl-6-(2-cyano-3,3-diisopropyl-guanidino) -1H-benzimidazol-1-yl]-methyl]-2-(1H-tetrazol-5-yl)-biphenyl). Reaction SMILES: [CH2:1]([C:4]1[N:8]([CH2:9][C:10]2[CH:15]=[CH:14][C:13]([C:16]3[CH:21]=[CH:20][CH:19]=[CH:18][C:17]=3[C:22]3[NH:26][N:25]=[N:24][N:23]=3)=[CH:12][CH:11]=2)[C:7]2[CH:27]=[C:28]([NH:32][C:33](=[N:42][C:43]#[N:44])OOC3C=CC=CC=3)[CH:29]=[C:30]([CH3:31])[C:6]=2[N:5]=1)[CH2:2][CH3:3].[CH:45]([NH:48][CH:49]([CH3:51])[CH3:50])([CH3:47])[CH3:46]>C(O)(C)C>[CH2:1]([C:4]1[N:8]([CH2:9][C:10]2[CH:11]=[CH:12][C:13]([C:16]3[CH:21]=[CH:20][CH:19]=[CH:18][C:17]=3[C:22]3[NH:23][N:24]=[N:25][N:26]=3)=[CH:14][CH:15]=2)[C:7]2[CH:27]=[C:28]([NH:32][C:33]([N:48]([CH:49]([CH3:51])[CH3:50])[CH:45]([CH3:47])[CH3:46])=[N:42][C:43]#[N:44])[CH:29]=[C:30]([CH3:31])[C:6]=2[N:5]=1)[CH2:2][CH3:3]. Reactants: CC(=O)OC(C)=O, O=C(CSCCCO)NCC=CCOc1cc(CN2CCCCC2)ccn1. The product is CC(=O)OCCCSCC(=O)NCC=CCOc1cc(CN2CCCCC2)ccn1. As a reaction SMILES: [CH3:28][C:29](=[O:30])[O:31][C:32](=[O:33])[CH3:34].[N:1]1([CH2:7][c:8]2[cH:9][c:10]([O:14][CH2:15][CH:16]=[CH:17][CH2:18][NH:19][C:20]([CH2:21][S:22][CH2:23][CH2:24][CH2:25][OH:26])=[O:27])[n:11][cH:12][cH:13]2)[CH2:2][CH2:3][CH2:4][CH2:5][CH2:6]1>>[N:1]1([CH2:7][c:8]2[cH:9][c:10]([O:14][CH2:15][CH:16]=[CH:17][CH2:18][NH:19][C:20]([CH2:21][S:22][CH2:23][CH2:24][CH2:25][O:26][C:29]([CH3:28])=[O:30])=[O:27])[n:11][cH:12][cH:13]2)[CH2:2][CH2:3][CH2:4][CH2:5][CH2:6]1.